From a dataset of the Open Reaction Database (ORD), a public repository of structured organic reaction records. describe an organic reaction: reactants, conditions, products, and yield Reported procedure: Using an analogous procedure to that described in Example 4, 3-(4-methylpiperazin-1-ylmethyl)aniline was reacted with 2-chloro-5-(2-morpholinopyrid-4-ylcarbonylamino)benzoic acid to give the title compound in 32% yield; NMR Spectrum: (DMSOd6) 2.13 (s, 3H), 2.31-2.35 (m, 8H), 3.42 (s, 2H), 3.49-3.53 (m, 4H), 3.69-3.72 (m, 4H), 7.02 (d, 1H), 7.1 (d, 1H), 7.22-7.3 (m, 2H), 7.57-7.65 (m, 3H), 7.84-7.94 (m, 2H), 8.28 (d, 1H), 10.47 (s, 1H), 10.52 (s, 1H); Mass Spectrum: M+H+ 549 and 551. Product: CN1CCN(CC1)CC=1C=C(C=CC1)NC(C1=C(C=CC(=C1)NC(=O)C1=CC(=NC=C1)N1CCOCC1)Cl)=O (N-[3-(4-methylpiperazin-1-ylmethyl)phenyl]-2-chloro-5-(2-morpholinopyrid-4-ylcarbonylamino)benzamide). RXN SMILES: [CH3:1][N:2]1[CH2:7][CH2:6][N:5]([CH2:8][C:9]2[CH:10]=[C:11]([CH:13]=[CH:14][CH:15]=2)[NH2:12])[CH2:4][CH2:3]1.[Cl:16][C:17]1[CH:25]=[CH:24][C:23]([NH:26][C:27]([C:29]2[CH:34]=[CH:33][N:32]=[C:31]([N:35]3[CH2:40][CH2:39][O:38][CH2:37][CH2:36]3)[CH:30]=2)=[O:28])=[CH:22][C:18]=1[C:19](O)=[O:20]>>[CH3:1][N:2]1[CH2:7][CH2:6][N:5]([CH2:8][C:9]2[CH:10]=[C:11]([NH:12][C:19](=[O:20])[C:18]3[CH:22]=[C:23]([NH:26][C:27]([C:29]4[CH:34]=[CH:33][N:32]=[C:31]([N:35]5[CH2:36][CH2:37][O:38][CH2:39][CH2:40]5)[CH:30]=4)=[O:28])[CH:24]=[CH:25][C:17]=3[Cl:16])[CH:13]=[CH:14][CH:15]=2)[CH2:4][CH2:3]1. Yield: 32.0%. Reactants: CN1CCN(CC1)CC=1C=C(N)C=CC1 (3-(4-methylpiperazin-1-ylmethyl)aniline), ClC1=C(C(=O)O)C=C(C=C1)NC(=O)C1=CC(=NC=C1)N1CCOCC1 (2-chloro-5-(2-morpholinopyrid-4-ylcarbonylamino)benzoic acid).